Dataset: the Open Reaction Database (ORD), a public repository of structured organic reaction records. Task: describe an organic reaction: reactants, conditions, products, and yield The reactants are CN(C)c1ccccc1, COC(=O)Cc1c(C)nc2cc(-c3ccccc3)nn2c1O, O=P(Cl)(Cl)Cl. Yields the product COC(=O)Cc1c(C)nc2cc(-c3ccccc3)nn2c1Cl. Reaction SMILES: [CH3:28][N:29]([CH3:30])[c:31]1[cH:32][cH:33][cH:34][cH:35][cH:36]1.[OH:1][c:2]1[c:3]([CH2:18][C:19](=[O:20])[O:21][CH3:22])[c:4]([CH3:17])[n:5][c:6]2[n:7]1[n:8][c:9](-[c:11]1[cH:12][cH:13][cH:14][cH:15][cH:16]1)[cH:10]2.[P:23]([Cl:24])([Cl:25])([Cl:26])=[O:27]>>[c:2]1([Cl:25])[c:3]([CH2:18][C:19](=[O:20])[O:21][CH3:22])[c:4]([CH3:17])[n:5][c:6]2[n:7]1[n:8][c:9](-[c:11]1[cH:12][cH:13][cH:14][cH:15][cH:16]1)[cH:10]2. The reactants are FC=1C=CC(=C(C1)C(C)(C)O)OC (2-(5-fluoro-2-methoxyphenyl)propan-2-ol), ClC1=CC=C(C=C1)O (4-chlorophenol), FC=1C=CC(=C(C1)C(C)(C)C1=C(C=CC(=C1)F)OC)O (2-(5-fluoro-2-hydroxyphenyl)-2-(5-fluoro-2-methoxyphenyl)propane). The product is ClC=1C=CC(=C(C1)C(C)(C)C1=C(C=CC(=C1)F)OC)O (2-(5-chloro-2-hydroxyphenyl)-2-(5-fluoro-2-methoxyphenyl)propane). As a reaction SMILES: [F:1][C:2]1[CH:3]=[CH:4][C:5]([O:12][CH3:13])=[C:6]([C:8](O)([CH3:10])[CH3:9])[CH:7]=1.[Cl:14][C:15]1[CH:20]=[CH:19][C:18]([OH:21])=[CH:17][CH:16]=1.FC1C=CC(O)=C(C(C2C=C(F)C=CC=2OC)(C)C)C=1>>[Cl:14][C:15]1[CH:20]=[CH:19][C:18]([OH:21])=[C:17]([C:8]([C:6]2[CH:7]=[C:2]([F:1])[CH:3]=[CH:4][C:5]=2[O:12][CH3:13])([CH3:10])[CH3:9])[CH:16]=1. Procedure: 2-(5-chloro-2-hydroxyphenyl)-2-(5-fluoro-2-methoxyphenyl)propane (m.p. 97° C.) was prepared from 2-(5-fluoro-2-methoxyphenyl)propan-2-ol and 4-chlorophenol following the method described in Example 3 for the preparation of 2-(5-fluoro-2-hydroxyphenyl)-2-(5-fluoro-2-methoxyphenyl)propane. Starting materials: CC(=O)Nc1c(I)c(C(=O)NCC(O)CC(O)CO)c(I)c(C(=O)NCC(O)CC(O)CO)c1I, [Na+], [OH-], OCCCl, O=S(=O)(O)O. Product: CC(=O)N(CCO)c1c(I)c(C(=O)NCC(O)CC(O)CO)c(I)c(C(=O)NCC(O)CC(O)CO)c1I. As a reaction SMILES: [C:1]([CH3:2])(=[O:3])[NH:4][c:5]1[c:6]([I:35])[c:7]([C:24](=[O:25])[NH:26][CH2:27][CH:28]([OH:29])[CH2:30][CH:31]([CH2:32][OH:33])[OH:34])[c:8]([I:23])[c:9]([C:10](=[O:11])[NH:12][CH2:13][CH:14]([OH:15])[CH2:16][CH:17]([CH2:18][OH:19])[OH:20])[c:21]1[I:22].[Na+:46].[OH-:45].[OH:36][CH2:37][CH2:38][Cl:39].[S:40](=[O:41])(=[O:42])([OH:43])[OH:44]>>[C:1]([CH3:2])(=[O:3])[N:4]([c:5]1[c:6]([I:35])[c:7]([C:24](=[O:25])[NH:26][CH2:27][CH:28]([OH:29])[CH2:30][CH:31]([CH2:32][OH:33])[OH:34])[c:8]([I:23])[c:9]([C:10](=[O:11])[NH:12][CH2:13][CH:14]([OH:15])[CH2:16][CH:17]([CH2:18][OH:19])[OH:20])[c:21]1[I:22])[CH2:38][CH2:37][OH:36]. Reactants: CCCCCCCCCCOc1cnc(-c2ccc(C#CCCCC(C)OC(C)=O)cc2)nc1, ClC(Cl)Cl. Product: CCCCCCCCCCOc1cnc(-c2ccc(CCCCCC(C)OC(C)=O)cc2)nc1. RXN SMILES: [C:1]([CH3:2])(=[O:3])[O:4][CH:5]([CH2:6][CH2:7][CH2:8][C:9]#[C:10][c:11]1[cH:12][cH:13][c:14](-[c:17]2[n:18][cH:19][c:20]([O:23][CH2:24][CH2:25][CH2:26][CH2:27][CH2:28][CH2:29][CH2:30][CH2:31][CH2:32][CH3:33])[cH:21][n:22]2)[cH:15][cH:16]1)[CH3:34].[CH:35]([Cl:36])([Cl:37])[Cl:38]>>[C:1]([CH3:2])(=[O:3])[O:4][CH:5]([CH2:6][CH2:7][CH2:8][CH2:9][CH2:10][c:11]1[cH:12][cH:13][c:14](-[c:17]2[n:18][cH:19][c:20]([O:23][CH2:24][CH2:25][CH2:26][CH2:27][CH2:28][CH2:29][CH2:30][CH2:31][CH2:32][CH3:33])[cH:21][n:22]2)[cH:15][cH:16]1)[CH3:34]. Starting materials: COc1ccc(CCN(C)CCOc2ccc([N+](=O)[O-])cc2Br)cc1OC, O=C([O-])[O-], Cl, [K+], [K+], O, Cl[Sn]Cl. The product is COc1ccc(CCN(C)CCOc2ccc(N)cc2Br)cc1OC. Reaction SMILES: [Br:1][c:2]1[c:3]([O:4][CH2:5][CH2:6][N:7]([CH3:8])[CH2:9][CH2:10][c:11]2[cH:12][c:13]([O:19][CH3:20])[c:14]([O:17][CH3:18])[cH:15][cH:16]2)[cH:21][cH:22][c:23]([N+:25]([O-:26])=[O:27])[cH:24]1.[C:32](=[O:33])([O-:34])[O-:35].[ClH:28].[K+:36].[K+:37].[OH2:38].[Sn:29]([Cl:30])[Cl:31]>>[Br:1][c:2]1[c:3]([O:4][CH2:5][CH2:6][N:7]([CH3:8])[CH2:9][CH2:10][c:11]2[cH:12][c:13]([O:19][CH3:20])[c:14]([O:17][CH3:18])[cH:15][cH:16]2)[cH:21][cH:22][c:23]([NH2:25])[cH:24]1.